Dataset: the Open Reaction Database (ORD), a public repository of structured organic reaction records. Task: describe an organic reaction: reactants, conditions, products, and yield The reactants are C(#N)C1=CC(=C(C=C1)NC(C)=O)OC(F)(F)F (N-(4-cyano-2-trifluoromethoxyphenyl)-acetamide), Cl.NO (hydroxylamine hydrochloride), C(C)(=O)[O-].[Na+] (sodium acetate). Solvent: C(C)(C)O (isopropanol). The product is ONC(=N)C1=CC(=C(C=C1)NC(C)=O)OC(F)(F)F (N-[4-(N-hydroxycarbamimidoyl)-2-trifluoromethoxyphenyl]acetamide). As a reaction SMILES: [C:1]([C:3]1[CH:8]=[CH:7][C:6]([NH:9][C:10](=[O:12])[CH3:11])=[C:5]([O:13][C:14]([F:17])([F:16])[F:15])[CH:4]=1)#[N:2].Cl.[NH2:19][OH:20].C([O-])(=O)C.[Na+]>C(O)(C)C>[OH:20][NH:19][C:1]([C:3]1[CH:8]=[CH:7][C:6]([NH:9][C:10](=[O:12])[CH3:11])=[C:5]([O:13][C:14]([F:15])([F:17])[F:16])[CH:4]=1)=[NH:2] |f:1.2,3.4|. Reported procedure: The mixture consisting of 610 mg of N-(4-cyano-2-trifluoromethoxyphenyl)-acetamide, 15 ml of isopropanol, 255 mg of hydroxylamine hydrochloride and 410 mg of sodium acetate was heated to reflux for 5 hours. After cooling, the insoluble fraction was filtered off, and the filtrate is concentrated and taken up in a little isopropanol, the product was precipitated, filtered off with suction and dried by adding water until the first cloudiness and subsequent stirring. The reactants are N(=C=S)C=1SC(=CC1C(=O)OC)CC1=CC=CC=C1 (methyl 2-isothiocyanato-5-benzylthiophene-3-carboxylate), CC=1N=CN(C1)CCCN (3-(4-methyl-1H-imidazol-1-yl)propan-1-amine). The product is C(C1=CC=CC=C1)C1=CC2=C(NC(N(C2=O)CCCN2C=NC(=C2)C)=S)S1 (6-benzyl-2,3-dihydro-3-(3-(4-methyl-1H-imidazol-1-yl)propyl)-2-thioxothieno[2,3-d]pyrimidin-4(1H)-one). As a reaction SMILES: [N:1]([C:4]1[S:5][C:6]([CH2:13][C:14]2[CH:19]=[CH:18][CH:17]=[CH:16][CH:15]=2)=[CH:7][C:8]=1[C:9]([O:11]C)=O)=[C:2]=[S:3].[CH3:20][C:21]1[N:22]=[CH:23][N:24]([CH2:26][CH2:27][CH2:28][NH2:29])[CH:25]=1>>[CH2:13]([C:6]1[S:5][C:4]2[NH:1][C:2](=[S:3])[N:29]([CH2:28][CH2:27][CH2:26][N:24]3[CH:25]=[C:21]([CH3:20])[N:22]=[CH:23]3)[C:9](=[O:11])[C:8]=2[CH:7]=1)[C:14]1[CH:19]=[CH:18][CH:17]=[CH:16][CH:15]=1. Reported procedure: The compound was synthesized starting from methyl 2-isothiocyanato-5-benzylthiophene-3-carboxylate (0.102 g. 0.35 mmol) and 3-(4-methyl-1H-imidazol-1-yl)propan-1-amine (0.049 g, 0.35 mmol) as described above. Reactants: C=C1CN(Cc2ccccc2)CC(NC(=O)OC(C)(C)C)C1C, CCOCC, [Cl-], ICI, [Zn]. Yields the product CC1C(NC(=O)OC(C)(C)C)CN(Cc2ccccc2)CC12CC2. RXN SMILES: [C:2]([CH3:3])([CH3:4])([CH3:5])[O:6][C:7](=[O:8])[NH:9][CH:10]1[CH2:11][N:12]([CH2:18][c:19]2[cH:20][cH:21][cH:22][cH:23][cH:24]2)[CH2:13][C:14](=[CH2:17])[CH:15]1[CH3:16].[CH3:29][CH2:30][O:31][CH2:32][CH3:33].[Cl-:1].[I:25][CH2:26][I:27].[Zn:28]>>[C:2]([CH3:3])([CH3:4])([CH3:5])[O:6][C:7](=[O:8])[NH:9][CH:10]1[CH2:11][N:12]([CH2:18][c:19]2[cH:20][cH:21][cH:22][cH:23][cH:24]2)[CH2:13][C:14]2([CH:15]1[CH3:16])[CH2:17][CH2:26]2. The reactants are FC=1C=C2C(=C(/C(/C2=CC1)=C/C1=CC=C(C=C1)S(=O)C)C)CCON (O-2-[Z-5-fluoro-2-methyl-1-(4-methylsulfinylphenyl)methylene-1H-inden-3-yl]ethyl hydroxylamine), OCC=O (hydroxyacetaldehyde). The product is FC=1C=C2C(=C(/C(/C2=CC1)=C/C1=CC=C(C=C1)S(=O)C)C)CCON=CCO (hydroxyacetaldehyde-O-2-[Z-5-fluoro-2-methyl-1-(4-methylsulfinylphenyl)methylene-1H-inden-3-yl]ethyl oxime). Reaction SMILES: [F:1][C:2]1[CH:3]=[C:4]2[C:8](=[CH:9][CH:10]=1)/[C:7](=[CH:11]\[C:12]1[CH:17]=[CH:16][C:15]([S:18]([CH3:20])=[O:19])=[CH:14][CH:13]=1)/[C:6]([CH3:21])=[C:5]2[CH2:22][CH2:23][O:24][NH2:25].[OH:26][CH2:27][CH:28]=O>>[F:1][C:2]1[CH:3]=[C:4]2[C:8](=[CH:9][CH:10]=1)/[C:7](=[CH:11]\[C:12]1[CH:17]=[CH:16][C:15]([S:18]([CH3:20])=[O:19])=[CH:14][CH:13]=1)/[C:6]([CH3:21])=[C:5]2[CH2:22][CH2:23][O:24][N:25]=[CH:28][CH2:27][OH:26]. Procedure details: The title compound is prepared by reaction of O-2-[Z-5-fluoro-2-methyl-1-(4-methylsulfinylphenyl)methylene-1H-inden-3-yl]ethyl hydroxylamine with hydroxyacetaldehyde by the method of Example 1. Starting materials: C(C=C)Cl (allyl chloride), C1(=CC=CC=C1)C (toluene), C(=C)[Si](O[Si](C)(C)C)(C)C=C (divinyltetramethyldisiloxane), C(C=C)Cl (allyl chloride), C[Si](OC)(OC)C (dimethyldimethoxysilane), C1(=CC=CC=C1)C (toluene). Run in C(C)(=O)O (acetic acid). Conditions: temperature 50 celsius. Product: ClCCC[Si](OC)(OC)C (γ-chloropropylmethyldimethoxysilane). Yield: 40.0%. Reaction SMILES: [CH2:1]([Cl:4])[CH:2]=[CH2:3].[CH3:5][Si:6](C)([O:9][CH3:10])[O:7][CH3:8].C1(C)C=CC=CC=1.C([Si](C=C)(C)O[Si](C)(C)C)=C>C(O)(=O)C>[Cl:4][CH2:1][CH2:2][CH2:3][Si:6]([CH3:5])([O:9][CH3:10])[O:7][CH3:8]. Procedure: 306 mg Of allyl chloride, 530 mol of dimethyldimethoxysilane, and 77 mg of toluene were placed in a glass reaction tube and 0.01 ml of acetic acid was added to this mixture. Then, 0.005 mol of a toluene solution of a 0-valent platinum complex of divinyltetramethyldisiloxane (platinum content: 0.4 wt %) was added to this mixture. The reaction tube was sealed and heated for 2 hours in an oil bath at 50° C. When the contents were analyzed by GC-MS following cooling, the conversion rate of allyl chl...